This data is from the Open Reaction Database (ORD), a public repository of structured organic reaction records. The task is: describe an organic reaction: reactants, conditions, products, and yield Reactants: C1(CC1)COC1=C(C=CC(=N1)C(=O)O)N1CC(C1)(F)F (6-cyclopropylmethoxy-5-(3,3-difluoro-azetidin-1-yl)-pyridine-2-carboxylic acid), CC(CC(N)C1=NC=CC=N1)C (3-methyl-1-(pyrimidin-2-yl)butan-1-amine). Yields the product CC(CC(C1=NC=CC=N1)NC(=O)C1=NC(=C(C=C1)N1CC(C1)(F)F)OCC1CC1)C (6-Cyclopropylmethoxy-5-(3,3-difluoro-azetidin-1-yl)-pyridine-2-carboxylic acid (3-methyl-1-pyrimidin-2-yl-butyl)-amide). RXN SMILES: [CH:1]1([CH2:4][O:5][C:6]2[N:11]=[C:10]([C:12]([OH:14])=O)[CH:9]=[CH:8][C:7]=2[N:15]2[CH2:18][C:17]([F:20])([F:19])[CH2:16]2)[CH2:3][CH2:2]1.[CH3:21][CH:22]([CH3:32])[CH2:23][CH:24]([C:26]1[N:31]=[CH:30][CH:29]=[CH:28][N:27]=1)[NH2:25]>>[CH3:21][CH:22]([CH3:32])[CH2:23][CH:24]([NH:25][C:12]([C:10]1[CH:9]=[CH:8][C:7]([N:15]2[CH2:18][C:17]([F:20])([F:19])[CH2:16]2)=[C:6]([O:5][CH2:4][CH:1]2[CH2:2][CH2:3]2)[N:11]=1)=[O:14])[C:26]1[N:27]=[CH:28][CH:29]=[CH:30][N:31]=1. Procedure details: The title compound was synthesized in analogy to Example 1, using 6-cyclopropylmethoxy-5-(3,3-difluoro-azetidin-1-yl)-pyridine-2-carboxylic acid (Example 69 b) and 3-methyl-1-(pyrimidin-2-yl)butan-1-amine (CAN 1178500-15-6) as starting materials, MS (EI): m/e=432.4 [M+H]+. Starting materials: [OH-].[Na+] (sodium hydroxide), S(=O)(=O)(O)O.NO (hydroxylamine sulfate), ClC=1C=C(C=C(C1)C(F)(F)F)C(=CC(=O)C1=CC=C(C2=CC=CC=C12)C(=O)OC)C(F)(F)F (methyl 4-[3-[3-chloro-5-(trifluoromethyl)phenyl]-4,4,4-trifluoro-1-oxo-2-buten-1-yl]-1-naphthalenecarboxylate). Run in O1CCCC1 (tetrahydrofuran), O (water). Reaction conditions: temperature 100 celsius, time 30 minute. The product is ClC=1C=C(C=C(C1)C(F)(F)F)C1(CC(=NO1)C1=CC=C(C2=CC=CC=C12)C(=O)OC)C(F)(F)F (methyl 4-[5-[3-chloro-5-(trifluoromethyl)phenyl]-4,5-dihydro-5-(trifluoromethyl)-3-isoxazolyl]-1-naphthalenecarboxylate). Isolated yield 119.5%. As a reaction SMILES: [OH-:1].[Na+].S(O)(O)(=O)=O.[NH2:8]O.[Cl:10][C:11]1[CH:12]=[C:13]([C:21]([C:39]([F:42])([F:41])[F:40])=[CH:22][C:23]([C:25]2[C:34]3[C:29](=[CH:30][CH:31]=[CH:32][CH:33]=3)[C:28]([C:35]([O:37][CH3:38])=[O:36])=[CH:27][CH:26]=2)=O)[CH:14]=[C:15]([C:17]([F:20])([F:19])[F:18])[CH:16]=1>O.O1CCCC1>[Cl:10][C:11]1[CH:12]=[C:13]([C:21]2([C:39]([F:41])([F:40])[F:42])[O:1][N:8]=[C:23]([C:25]3[C:34]4[C:29](=[CH:30][CH:31]=[CH:32][CH:33]=4)[C:28]([C:35]([O:37][CH3:38])=[O:36])=[CH:27][CH:26]=3)[CH2:22]2)[CH:14]=[C:15]([C:17]([F:18])([F:20])[F:19])[CH:16]=1 |f:0.1,2.3|. Procedure: Aqueous sodium hydroxide (50%, 2.08 g, 25.5 mmol) was added dropwise to a stirred solution of hydroxylamine sulfate (1.07 g, 6.52 mmol) in water (20 mL) at 25° C. After this addition was complete the product of Example 8, Step A (5 g, 10.27 mmol) in tetrahydrofuran (20 mL) was added dropwise over 40 min. After the addition was complete the mixture was stirred further for 30 min. The organic phase was separated and added to hydrochloric acid (100 mL). The mixture was extracted with ethyl acetate ... Reactants: O1CCCC=C1 (dihydropyran), BrCCCCCCCCCCCCO (12-Bromo-dodecan-1-ol), O1CCCC=C1 (dihydropyran), HI5. Solvent: CCCCCC (hexane). Reaction conditions: time 15 hour. The product is BrCCCCCCCCCCCCOC1OCCCC1 (2-(12-Bromododecyloxy)tetrahydropyran). Yield: 118.9%. RXN SMILES: [Br:1][CH2:2][CH2:3][CH2:4][CH2:5][CH2:6][CH2:7][CH2:8][CH2:9][CH2:10][CH2:11][CH2:12][CH2:13][OH:14].[O:15]1[CH:20]=[CH:19][CH2:18][CH2:17][CH2:16]1>CCCCCC>[Br:1][CH2:2][CH2:3][CH2:4][CH2:5][CH2:6][CH2:7][CH2:8][CH2:9][CH2:10][CH2:11][CH2:12][CH2:13][O:14][CH:16]1[CH2:17][CH2:18][CH2:19][CH2:20][O:15]1. Procedure details: 12-Bromo-dodecan-1-ol (5.12 g, 19.3 mmol) was added to a vigorously stirred solution of dihydropyran (2.1 mL, 23.2 mmol) and Amberlyst HI5 (0.25 g, Aldrich D10,620-8) in hexane (100 mL). After 3 hours dihydropyran (2.1 mL) was added and the solution stirred for a further 15 hours. The mixture was then filtered, and the filtrate concentrated in vacuo and chromatographed graphed on silica gel, eluting with 2% ethyl acetate in hexane to give the title compound, (a), 8.02 g (75%), as an oil. RXN SMILES: [CH:26]([CH3:27])([CH3:28])[NH:29][CH:30]([CH3:31])[CH3:32].[Cl-:25].[Cl:33][CH2:34][Cl:35].[N+:1](=[O:2])([O-:3])[c:4]1[c:5]([C:6](=[O:7])[OH:8])[cH:9][c:10]([O:13][c:14]2[cH:15][cH:16][cH:17][cH:18][cH:19]2)[cH:11][cH:12]1.[O:20]=[CH:21][N:22]([CH3:23])[CH3:24]>>[N+:1](=[O:2])([O-:3])[c:4]1[c:5]([C:6](=[O:8])[NH:29][CH:26]([CH3:27])[CH3:28])[cH:9][c:10]([O:13][c:14]2[cH:15][cH:16][cH:17][cH:18][cH:19]2)[cH:11][cH:12]1. Starting materials: CC(C)NC(C)C, [Cl-], ClCCl, O=C(O)c1cc(Oc2ccccc2)ccc1[N+](=O)[O-], CN(C)C=O. The product is CC(C)NC(=O)c1cc(Oc2ccccc2)ccc1[N+](=O)[O-]. Reactants: C(C)OC(C(=O)OCCOCC)CC1=CC=C(C=C1)O (Ethoxyethyl (2RS) 2-ethoxy-3-(4-hydroxyphenyl)propanoate), solution, P(=O)([O-])([O-])[O-] (phosphate), P(=O)([O-])([O-])[O-] (phosphate). The product is C(C)O[C@@H](C(=O)O)CC1=CC=C(C=C1)O.C(C)O[C@H](C(=O)OCCOCC)CC1=CC=C(C=C1)O ((2R)-2-Ethoxy-3-(4-hydroxyphenyl)propanoic acid 2-Ethoxyethyl (2S)-2-Ethoxy-3-(4-hydroxyphenyl)propanoate). Reaction SMILES: [CH2:1]([O:3][CH:4]([CH2:13][C:14]1[CH:19]=[CH:18][C:17]([OH:20])=[CH:16][CH:15]=1)[C:5]([O:7][CH2:8][CH2:9][O:10][CH2:11][CH3:12])=[O:6])[CH3:2].P([O-])([O-])([O-])=O>>[CH2:1]([O:3][C@H:4]([CH2:13][C:14]1[CH:15]=[CH:16][C:17]([OH:20])=[CH:18][CH:19]=1)[C:5]([OH:7])=[O:6])[CH3:2].[CH2:1]([O:3][C@@H:4]([CH2:13][C:14]1[CH:19]=[CH:18][C:17]([OH:20])=[CH:16][CH:15]=1)[C:5]([O:7][CH2:8][CH2:9][O:10][CH2:11][CH3:12])=[O:6])[CH3:2] |f:2.3|. Procedure details: Ethoxyethyl (2RS) 2-ethoxy-3-(4-hydroxyphenyl)propanoate (0.5 ml of a solution containing 2 mg/ml in a phosphate, pH 7, 0.1 M) was added followed by immobilised protease from Pseudomonas putida (L-aminopeptidase, available as Novozym 180 or SP 180 from Novo Nordisk) (5 mg) and phosphate buffer (0.1 M, pH 7, 0.5 ml); The reaction mixture was shaken at room temperature and analysed at different times (maximum 36 h). The reaction mixture was analysed without work up by the gradient HPLC method 1 an... Starting materials: C(CCCCC)(=O)NC1=CC=C2C=CNC2=C1 (6-Hexanamidoindole), BrCCCOC1OCCCC1 (2-(3-bromopropoxy)tetrahyro-2H-pyran). The product is C(CCCCC)(=O)NC1=CC=C2C=CN(C2=C1)CCCOC1OCCCC1 (2-[3-(6-hexanamidoindol-1-yl)propoxy]tetrahydro-2H-pyran). Isolated yield 81.0%. RXN SMILES: [C:1]([NH:8][C:9]1[CH:17]=[C:16]2[C:12]([CH:13]=[CH:14][NH:15]2)=[CH:11][CH:10]=1)(=[O:7])[CH2:2][CH2:3][CH2:4][CH2:5][CH3:6].Br[CH2:19][CH2:20][CH2:21][O:22][CH:23]1[CH2:28][CH2:27][CH2:26][CH2:25][O:24]1>>[C:1]([NH:8][C:9]1[CH:17]=[C:16]2[C:12]([CH:13]=[CH:14][N:15]2[CH2:19][CH2:20][CH2:21][O:22][CH:23]2[CH2:28][CH2:27][CH2:26][CH2:25][O:24]2)=[CH:11][CH:10]=1)(=[O:7])[CH2:2][CH2:3][CH2:4][CH2:5][CH3:6]. Reported procedure: 6-Hexanamidoindole was alkylated with 2-(3-bromopropoxy)tetrahyro-2H-pyran using a similar procedure to that described in Example 23 to give 2-[3-(6-hexanamidoindol-1-yl)propoxy]tetrahydro-2H-pyran in 81% yield as an oil, which was used without characterisation. Starting materials: 2-(1H-Benzo[d][1,2,3]triazol-1-yl)-1,1,3,3-tetramethylisouronium tetrafluoroborate, CC=1C=C(C=C(C1)NC1=NC=CC=N1)C=1C=NN(C1)C(C)C1=CC=C(C(=O)O)C=C1 (4-(1-(4-(3-methyl-5-(pyrimidin-2-ylamino)phenyl)-1H-pyrazol-1-yl)ethyl)benzoic acid), [OH-].[NH4+] (Ammonium hydroxide). The solvent is C1CCOC1 (THF), CN(C)C=O (DMF), C(C)(=O)OCC (ethyl acetate), O (water). Run at time 1 hour. Yields the product CC=1C=C(C=C(C1)NC1=NC=CC=N1)C=1C=NN(C1)C(C)C1=CC=C(C(=O)N)C=C1 (racemic 4-(1-(4-(3-methyl-5-(pyrimidin-2-ylamino)phenyl)-1H-pyrazol-1-yl)ethyl)benzamide). RXN SMILES: [CH3:1][C:2]1[CH:3]=[C:4]([C:15]2[CH:16]=[N:17][N:18]([CH:20]([C:22]3[CH:30]=[CH:29][C:25]([C:26](O)=[O:27])=[CH:24][CH:23]=3)[CH3:21])[CH:19]=2)[CH:5]=[C:6]([NH:8][C:9]2[N:14]=[CH:13][CH:12]=[CH:11][N:10]=2)[CH:7]=1.[OH-].[NH4+:32]>C1COCC1.CN(C=O)C.C(OCC)(=O)C.O>[CH3:1][C:2]1[CH:3]=[C:4]([C:15]2[CH:16]=[N:17][N:18]([CH:20]([C:22]3[CH:30]=[CH:29][C:25]([C:26]([NH2:32])=[O:27])=[CH:24][CH:23]=3)[CH3:21])[CH:19]=2)[CH:5]=[C:6]([NH:8][C:9]2[N:10]=[CH:11][CH:12]=[CH:13][N:14]=2)[CH:7]=1 |f:1.2|. Procedure details: 2-(1H-Benzo[d][1,2,3]triazol-1-yl)-1,1,3,3-tetramethylisouronium tetrafluoroborate (101 mg, 0.315 mmol) was added to a solution of 4-(1-(4-(3-methyl-5-(pyrimidin-2-ylamino)phenyl)-1H-pyrazol-1-yl)ethyl)benzoic acid (105 mg, 0.263 mmol) in THF (5.0 mL) and DMF (1.0 mL). Ammonium hydroxide (0.15 mL, 1.05 mmol) was then added and the reaction mixture was stirred at ambient temperature for 1 hour. The reaction mixture was diluted with ethyl acetate (100 mL) and water (10 mL). The organic layer was s...